Dataset: the Open Reaction Database (ORD), a public repository of structured organic reaction records. Task: describe an organic reaction: reactants, conditions, products, and yield Starting materials: [C@@H]1([C@H](O)[C@@H](O)[C@H](O)[C@H](O1)CO)OC1=NN(C(=C1CC1=CC=C(C=C1)OC(C)C)C)C(C)C (3-(β-D-glucopyranosyloxy)-4-[(4-isopropoxyphenyl)methyl]-1-isopropyl-5-methylpyrazole), C(CC)(=O)Cl (propionyl chloride), O.C(CC(O)(C(=O)O)CC(=O)O)(=O)O (citric acid monohydrate), O (water). The solvent is CC1=NC(=CC(=C1)C)C (2,4,6-trimethylpyridine). Run at time 5 hour. Yields the product C(C)(C)OC1=CC=C(C=C1)CC=1C(=NN(C1C)C(C)C)O[C@H]1[C@H](O)[C@@H](O)[C@H](O)[C@H](O1)COC(CC)=O (4-[(4-isopropoxyphenyl)methyl]-1-isopropyl-5-methyl-3-(6-O-propionyl-β-D-glucopyranosyloxy)pyrazole). Isolated yield 65.8%. Reaction SMILES: [C@@H:1]1([O:12][C:13]2[C:17]([CH2:18][C:19]3[CH:24]=[CH:23][C:22]([O:25][CH:26]([CH3:28])[CH3:27])=[CH:21][CH:20]=3)=[C:16]([CH3:29])[N:15]([CH:30]([CH3:32])[CH3:31])[N:14]=2)[O:9][C@H:8]([CH2:10][OH:11])[C@@H:6]([OH:7])[C@H:4]([OH:5])[C@H:2]1[OH:3].[C:33](Cl)(=[O:36])[CH2:34][CH3:35].O.C(O)(=O)CC(CC(O)=O)(C(O)=O)O.O>CC1C=C(C)C=C(C)N=1>[CH:26]([O:25][C:22]1[CH:23]=[CH:24][C:19]([CH2:18][C:17]2[C:13]([O:12][C@@H:1]3[O:9][C@H:8]([CH2:10][O:11][C:33](=[O:36])[CH2:34][CH3:35])[C@@H:6]([OH:7])[C@H:4]([OH:5])[C@H:2]3[OH:3])=[N:14][N:15]([CH:30]([CH3:32])[CH3:31])[C:16]=2[CH3:29])=[CH:20][CH:21]=1)([CH3:27])[CH3:28] |f:2.3|. Procedure: To a solution of 3-(β-D-glucopyranosyloxy)-4-[(4-isopropoxyphenyl)methyl]-1-isopropyl-5-methylpyrazole (0.10 g) in 2,4,6-trimethylpyridine (1 mL) was added propionyl chloride (0.072 g) at 0° C., and the mixture was stirred for 5 hours. To the reaction mixture were added citric acid monohydrate (3.3 g) and water, and the resulting mixture was purified by ODS solid phase extraction (washing solvent: distilled water, eluent: methanol). Further purification by column chromatography on silica gel (el... Starting materials: COCBr, Oc1ccc2cc(Br)ccc2c1, CN(C)C=O, [H-], [Na+], [Na+], [OH-]. The product is COCOc1ccc2cc(Br)ccc2c1. RXN SMILES: [Br:15][CH2:16][O:17][CH3:18].[Br:3][c:4]1[cH:5][c:6]2[cH:7][cH:8][c:9]([OH:14])[cH:10][c:11]2[cH:12][cH:13]1.[CH3:21][N:22]([CH3:23])[CH:24]=[O:25].[H-:1].[Na+:20].[Na+:2].[OH-:19]>>[Br:3][c:4]1[cH:5][c:6]2[cH:7][cH:8][c:9]([O:14][CH2:16][O:17][CH3:18])[cH:10][c:11]2[cH:12][cH:13]1. The reactants are Cc1ccccc1, S=C=Nc1ccc(Cl)cc1, Nc1ncccc1OCc1c(Cl)cccc1Cl. The product is S=C(Nc1ccc(Cl)cc1)Nc1ncccc1OCc1c(Cl)cccc1Cl. As a reaction SMILES: [CH3:28][c:29]1[cH:30][cH:31][cH:32][cH:33][cH:34]1.[Cl:18][c:19]1[cH:20][cH:21][c:22]([N:25]=[C:26]=[S:27])[cH:23][cH:24]1.[NH2:1][c:2]1[n:3][cH:4][cH:5][cH:6][c:7]1[O:8][CH2:9][c:10]1[c:11]([Cl:17])[cH:12][cH:13][cH:14][c:15]1[Cl:16]>>[NH:1]([c:2]1[n:3][cH:4][cH:5][cH:6][c:7]1[O:8][CH2:9][c:10]1[c:11]([Cl:17])[cH:12][cH:13][cH:14][c:15]1[Cl:16])[C:26]([NH:25][c:22]1[cH:21][cH:20][c:19]([Cl:18])[cH:24][cH:23]1)=[S:27]. Reactants: C(#N)[BH3-].[Na+] (sodium cyanoborohydride), C1(OCCC2=CC=CC=C12)CC(C)=O ((-)-(isochroman-1-yl)acetone), C(C)(=O)[O-].[NH4+] (ammonium acetate), CO (methanol). Run in C(C)(=O)O (acetic acid), C1CCOC1 (THF). Reaction conditions: time 25 minute. Product: C1(OCCC2=CC=CC=C12)CC(C)N (2-[(-)-isochroman-1-yl]-(±)-1-methylethylamine). RXN SMILES: [CH:1]1([CH2:11][C:12](=O)[CH3:13])[C:10]2[C:5](=[CH:6][CH:7]=[CH:8][CH:9]=2)[CH2:4][CH2:3][O:2]1.C([O-])(=O)C.[NH4+].CO.C([BH3-])#[N:23].[Na+]>C(O)(=O)C.C1COCC1>[CH:1]1([CH2:11][CH:12]([NH2:23])[CH3:13])[C:10]2[C:5](=[CH:6][CH:7]=[CH:8][CH:9]=2)[CH2:4][CH2:3][O:2]1 |f:1.2,4.5|. Reported procedure: A mixture of (-)-(isochroman-1-yl)acetone (LXXXIV, 0.73 g), ammonium acetate (1.48 g), methanol (2.5 ml), and THF (2.5 ml) is stirred for 25 min and then acetic acid (1.5 ml) and sodium cyanoborohydride (0.48 g) are added. After stirring for 2 hr, the mixture is concentrated and the residue is stirred with dichloromethane and sodium hydroxide (4N). The mixture is extracted with dichloromethane and washed with saline/sodium hydroxide (1N). The organic phase is separated and dried over sodium sulf... Reactants: Cl (hydrochloric acid), COC1=C(C=C(C=C1C(C)(C)C)C(C)(C)C)B(O)O (2-methoxy-3,5-di-tert-butylphenylboronic acid), BrC=1C=C(C=CC(=O)O)C=CC1 (3-bromocinnamic acid), C([O-])([O-])=O.[K+].[K+] (potassium carbonate). Reagents/catalysts: C=1C=CC(=CC1)[P](C=2C=CC=CC2)(C=3C=CC=CC3)[Pd]([P](C=4C=CC=CC4)(C=5C=CC=CC5)C=6C=CC=CC6)([P](C=7C=CC=CC7)(C=8C=CC=CC8)C=9C=CC=CC9)[P](C=1C=CC=CC1)(C=1C=CC=CC1)C=1C=CC=CC1 (tetrakistriphenylphosphinepalladium(0)). Run in C(C)(=O)OCC (ethyl acetate), O (Water), COCCOC (DME). The product is C(C)(C)(C)C=1C(=C(C=C(C1)C(C)(C)C)C1=CC(=CC=C1)C=CC(=O)O)OC (3-(3′,5′-di-tert-butyl-2′-methoxy-3-biphenylyl)acrylic Acid). Reaction SMILES: [CH3:1][O:2][C:3]1[C:8]([C:9]([CH3:12])([CH3:11])[CH3:10])=[CH:7][C:6]([C:13]([CH3:16])([CH3:15])[CH3:14])=[CH:5][C:4]=1B(O)O.Br[C:21]1[CH:22]=[C:23]([CH:29]=[CH:30][CH:31]=1)[CH:24]=[CH:25][C:26]([OH:28])=[O:27].C(=O)([O-])[O-].[K+].[K+].Cl>C1C=CC([P]([Pd]([P](C2C=CC=CC=2)(C2C=CC=CC=2)C2C=CC=CC=2)([P](C2C=CC=CC=2)(C2C=CC=CC=2)C2C=CC=CC=2)[P](C2C=CC=CC=2)(C2C=CC=CC=2)C2C=CC=CC=2)(C2C=CC=CC=2)C2C=CC=CC=2)=CC=1.C(OCC)(=O)C.O.COCCOC>[C:9]([C:8]1[C:3]([O:2][CH3:1])=[C:4]([C:30]2[CH:31]=[CH:21][CH:22]=[C:23]([CH:24]=[CH:25][C:26]([OH:28])=[O:27])[CH:29]=2)[CH:5]=[C:6]([C:13]([CH3:16])([CH3:15])[CH3:14])[CH:7]=1)([CH3:12])([CH3:11])[CH3:10] |f:2.3.4,^1:42,44,63,82|. Procedure details: 2.2 g (8.3 mmol) of 2-methoxy-3,5-di-tert-butylphenylboronic acid, 942 mg (4.15 mmol) of 3-bromocinnamic acid and 70 ml of DME were introduced into a three-necked flask under a stream of nitrogen. 11.4 ml of aqueous potassium carbonate solution (2M) were added dropwise and the reaction medium was degassed. 144 mg (0.12 mmol) of tetrakistriphenylphosphinepalladium(0) were then added and the mixture was refluxed for 20 hours. Water and ethyl acetate were added to the reaction medium and this mixtu... The reactants are O=C([O-])[O-], CN(C)CCCCl, CN(C)C=O, COCOc1cc(OCOC)c(C(C)C)cc1-c1n[nH]c(=S)n1-c1ccc(OC)cc1, [Cl-], Cl, [K+], [K+], [Na+]. RXN SMILES: [C:32](=[O:33])([O-:34])[O-:35].[CH3:39][N:40]([CH2:41][CH2:42][CH2:43][Cl:44])[CH3:45].[CH3:48][N:49]([CH3:50])[CH:51]=[O:52].[CH:1]([CH3:2])([CH3:3])[c:4]1[c:5]([O:28][CH2:29][O:30][CH3:31])[cH:6][c:7]([O:24][CH2:25][O:26][CH3:27])[c:8](-[c:10]2[n:11](-[c:16]3[cH:17][cH:18][c:19]([O:22][CH3:23])[cH:20][cH:21]3)[c:12](=[S:15])[nH:13][n:14]2)[cH:9]1.[Cl-:47].[ClH:38].[K+:36].[K+:37].[Na+:46]>>[CH:1]([CH3:2])([CH3:3])[c:4]1[c:5]([O:28][CH2:29][O:30][CH3:31])[cH:6][c:7]([O:24][CH2:25][O:26][CH3:27])[c:8](-[c:10]2[n:11](-[c:16]3[cH:17][cH:18][c:19]([O:22][CH3:23])[cH:20][cH:21]3)[c:12]([S:15][CH2:43][CH2:42][CH2:41][N:40]([CH3:39])[CH3:45])[n:13][n:14]2)[cH:9]1. Yields the product COCOc1cc(OCOC)c(C(C)C)cc1-c1nnc(SCCCN(C)C)n1-c1ccc(OC)cc1.